This data is from the Open Reaction Database (ORD), a public repository of structured organic reaction records. The task is: describe an organic reaction: reactants, conditions, products, and yield The reactants are S(=O)(Cl)Cl (Thionyl chloride), FC(C1=CC=C(C=C1)S(=O)(=O)OC1=C(C=CC=C1)C=O)(F)F (2-formylphenyl 4-(trifluoromethyl)-benzenesulfonate), C[Si](C)(C)C[Mg]Cl ((trimethylsilylmethyl)magnesium chloride). Run in C1CCOC1 (THF), C(C)OCC (diethyl ether). Reaction conditions: time 30 minute. The product is FC(C1=CC=C(C=C1)S(=O)(=O)OC1=C(C=CC=C1)C=C)(F)F (2-vinylphenyl 4-(trifluoromethyl)benzenesulfonate). RXN SMILES: [F:1][C:2]([F:22])([F:21])[C:3]1[CH:8]=[CH:7][C:6]([S:9]([O:12][C:13]2[CH:18]=[CH:17][CH:16]=[CH:15][C:14]=2[CH:19]=O)(=[O:11])=[O:10])=[CH:5][CH:4]=1.[CH3:23][Si](C[Mg]Cl)(C)C.S(Cl)(Cl)=O>C1COCC1.C(OCC)C>[F:1][C:2]([F:22])([F:21])[C:3]1[CH:8]=[CH:7][C:6]([S:9]([O:12][C:13]2[CH:18]=[CH:17][CH:16]=[CH:15][C:14]=2[CH:19]=[CH2:23])(=[O:11])=[O:10])=[CH:5][CH:4]=1. Procedure: A dry, air-free, ice-cold solution of 2-formylphenyl 4-(trifluoromethyl)-benzenesulfonate (2.0 g, 6.1 mmol) in THF (7 mL) is treated with 6.8 mL of 1 M (trimethylsilylmethyl)magnesium chloride in diethyl ether. The reaction is stirred 30 minutes. Thionyl chloride (0.5 mL, 6.9 mmol) is added and the reaction is stirred at 0° C. for 1 h. The reaction is quenched with ice and extracted with ethyl acetate. The product is purified on silica gel in methylene chloride. A yield of 1.8 g of 2-vinylphenyl... The reactants are NC1=C(N=C(N=N1)C=1C=C2C(=NN(C2=CC1)CC1=CC=C(C=C1)OC)C)N1CCN(CC1)C(=O)OC(C)(C)C (6-amino-3-[N-(4-methoxybenzyl)-3-methylindazol-5-yl]-5-(4-Boc-piperazin-1-yl)-[1,2,4]triazine). The solvent is FC(C(=O)O)(F)F (trifluoroacetic acid). The product is NC1=C(N=C(N=N1)C=1C=C2C(=NNC2=CC1)C)N1CCNCC1 (6-amino-3-(3-methylindazol-5-yl)-5-(piperazin-1-yl)-[1,2,4]triazine). Yield: 85.8%. As a reaction SMILES: [NH2:1][C:2]1[N:7]=[N:6][C:5]([C:8]2[CH:9]=[C:10]3[C:14](=[CH:15][CH:16]=2)[N:13](CC2C=CC(OC)=CC=2)[N:12]=[C:11]3[CH3:26])=[N:4][C:3]=1[N:27]1[CH2:32][CH2:31][N:30](C(OC(C)(C)C)=O)[CH2:29][CH2:28]1>FC(F)(F)C(O)=O>[NH2:1][C:2]1[N:7]=[N:6][C:5]([C:8]2[CH:9]=[C:10]3[C:14](=[CH:15][CH:16]=2)[NH:13][N:12]=[C:11]3[CH3:26])=[N:4][C:3]=1[N:27]1[CH2:28][CH2:29][NH:30][CH2:31][CH2:32]1. Procedure: A solution of 6-amino-3-[N-(4-methoxybenzyl)-3-methylindazol-5-yl]-5-(4-Boc-piperazin-1-yl)-[1,2,4]triazine 111 (0.016 g, 0.0302 mmol) in trifluoroacetic acid (2.5 mL) was heated in a microwave reactor at 120° C. for 40 minutes. The organic solvent was evaporated under reduced pressure. Methanol (1 mL) and dichloromethane (9 mL) were added. The organic solvent was evaporated under reduced pressure. The crude product was purified by RP-HPLC to yield the desired 6-amino-3-(3-methylindazol-5-yl)-5-... Product: C[Si](C)(C)CCOCn1nc(Br)c2cc([N+](=O)[O-])cnc21. RXN SMILES: [Br:3][c:4]1[n:5][nH:6][c:7]2[n:8][cH:9][c:10]([N+:13](=[O:14])[O-:15])[cH:11][c:12]12.[CH3:16][Si:17]([CH2:18][CH2:19][O:20][CH2:21][Cl:22])([CH3:23])[CH3:24].[H-:2].[Na+:1].[O:25]=[CH:26][N:27]([CH3:28])[CH3:29]>>[Br:3][c:4]1[n:5][n:6]([CH2:21][O:20][CH2:19][CH2:18][Si:17]([CH3:16])([CH3:23])[CH3:24])[c:7]2[n:8][cH:9][c:10]([N+:13](=[O:14])[O-:15])[cH:11][c:12]12. Reactants: O=[N+]([O-])c1cnc2[nH]nc(Br)c2c1, C[Si](C)(C)CCOCCl, [H-], [Na+], CN(C)C=O. The reactants are NC1=C2CN(C(C2=CC=C1)=O)C1C(NC(CC1)=O)=O (3-(4-amino-1-oxoisoindolin-2-yl)piperidine-2,6-dione), C(CCCC)=O (pentanal), C(C)(=O)O (acetic acid), C(C)(=O)O[BH-](OC(C)=O)OC(C)=O.[Na+] (sodium triactoxyborohydride). Solvent: C(C)(=O)OCC (ethyl acetate), CN(C)C=O (DMF). Run at time 6 hour. Yields the product O=C1N(CC2=C(C=CC=C12)NCCCCC)C1C(NC(CC1)=O)=O (3-[1-Oxo-4-(pentylamino)isoindolin-2-yl]piperidine-2,6-dione). The yield is 21.3%. As a reaction SMILES: [NH2:1][C:2]1[CH:10]=[CH:9][CH:8]=[C:7]2[C:3]=1[CH2:4][N:5]([CH:12]1[CH2:17][CH2:16][C:15](=[O:18])[NH:14][C:13]1=[O:19])[C:6]2=[O:11].[CH:20](=O)[CH2:21][CH2:22][CH2:23][CH3:24].C(O)(=O)C.C(O[BH-](OC(=O)C)OC(=O)C)(=O)C.[Na+]>CN(C=O)C.C(OCC)(=O)C>[O:11]=[C:6]1[C:7]2[C:3](=[C:2]([NH:1][CH2:20][CH2:21][CH2:22][CH2:23][CH3:24])[CH:10]=[CH:9][CH:8]=2)[CH2:4][N:5]1[CH:12]1[CH2:17][CH2:16][C:15](=[O:18])[NH:14][C:13]1=[O:19] |f:3.4|. Reported procedure: To a stirred solution of 3-(4-amino-1-oxoisoindolin-2-yl)piperidine-2,6-dione (0.52 g, 2.0 mmol) in DMF (10 ml) was added pentanal (0.26 g, 3.0 mmol), acetic acid (0.24 g, 4.0 mmol), and sodium triactoxyborohydride (0.85 g, 4.0 mmol). The reaction mixture was stirred at room temperature for 6 hours. The solvent was evaporated in vacuo and the residue was dissolved in ethyl acetate (100 ml), washed with H2O (3×100 ml), brine (1×100 ml), and dried over MgSO4. The solvent was evaporated and the res... Reactants: ClC1=C(C=C(C=C1)NC(=O)NC1=C(C=C(C=C1)OC1=NC(=NC=C1)S(=O)(=O)C)F)C(F)(F)F (1-(4-Chloro-3-trifluoromethyl-phenyl)-3-[2-fluoro-4-(2-methanesulfonyl-pyrimidin-4-yloxy)-phenyl]-urea), NCCCO (3-amino-propan-1-ol). Solvent: C1CCOC1 (THF). Run at time 12 hour. Yields the product FC1=C(C=CC(=C1)OC1=NC(=NC=C1)NCCCO)NC(=O)NC1=CC(=C(C=C1)Cl)C(F)(F)F (1-{2-Fluoro-4-[2-(3-hydroxy-propylamino)-pyrimidin-4-yloxy]-phenyl}-3-(4-chloro-3-trifluoromethylphenyl)-urea). As a reaction SMILES: [Cl:1][C:2]1[CH:7]=[CH:6][C:5]([NH:8][C:9]([NH:11][C:12]2[CH:17]=[CH:16][C:15]([O:18][C:19]3[CH:24]=[CH:23][N:22]=[C:21](S(C)(=O)=O)[N:20]=3)=[CH:14][C:13]=2[F:29])=[O:10])=[CH:4][C:3]=1[C:30]([F:33])([F:32])[F:31].[NH2:34][CH2:35][CH2:36][CH2:37][OH:38]>C1COCC1>[F:29][C:13]1[CH:14]=[C:15]([O:18][C:19]2[CH:24]=[CH:23][N:22]=[C:21]([NH:34][CH2:35][CH2:36][CH2:37][OH:38])[N:20]=2)[CH:16]=[CH:17][C:12]=1[NH:11][C:9]([NH:8][C:5]1[CH:6]=[CH:7][C:2]([Cl:1])=[C:3]([C:30]([F:33])([F:32])[F:31])[CH:4]=1)=[O:10]. Procedure details: A mixture of 98 mg (0.194 mmol) 1-(4-Chloro-3-trifluoromethyl-phenyl)-3-[2-fluoro-4-(2-methanesulfonyl-pyrimidin-4-yloxy)-phenyl]-urea, 32 mg (0.43 mmol) 3-amino-propan-1-ol and 5 ml THF was stirred at r.t. for 12 h. The reaction mixture was evaporated and the residue purified by chromatography on silica (dichloromethane/ethanol 96:4). Yield 20 mg (21%) of the title compound. The reactants are C(C)(=O)C1=CC(=C(NS(=O)(=O)C)C=C1)SC1=C(C=C(C=C1)F)F (4'-acetyl-2'-(2,4-difluorophenylthio)methanesulfonanilide), C(C)(=O)[O-].[NH4+] (ammonium acetate), C(#N)[BH3-].[Na+] (sodium cyanoborohydride). Run in CO (methanol). Product: NC(C)C1=CC(=C(NS(=O)(=O)C)C=C1)SC1=C(C=C(C=C1)F)F (4'-(1-aminoethyl)-2'-(2,4-difluorophenylthio)methanesulfonanilide). Yield: 33.5%. As a reaction SMILES: [C:1]([C:4]1[CH:14]=[CH:13][C:7]([NH:8][S:9]([CH3:12])(=[O:11])=[O:10])=[C:6]([S:15][C:16]2[CH:21]=[CH:20][C:19]([F:22])=[CH:18][C:17]=2[F:23])[CH:5]=1)(=O)[CH3:2].C([O-])(=O)C.[NH4+].C([BH3-])#[N:30].[Na+]>CO>[NH2:30][CH:1]([C:4]1[CH:14]=[CH:13][C:7]([NH:8][S:9]([CH3:12])(=[O:11])=[O:10])=[C:6]([S:15][C:16]2[CH:21]=[CH:20][C:19]([F:22])=[CH:18][C:17]=2[F:23])[CH:5]=1)[CH3:2] |f:1.2,3.4|. Reported procedure: A mixture of 4'-acetyl-2'-(2,4-difluorophenylthio)methanesulfonanilide (2.5 g), ammonium acetate (5.4 g) and sodium cyanoborohydride (0.96 g) in methanol (50 ml) was refluxed for 5 hours. The mixture was concentrated to dryness. The residue was dissolved in ethyl acetate, washed with water, dried, and evaporated. The residue (2.6 g) was purified by column chromatography on silica gel (70 g) eluting with a mixture of chloroform and methanol (9:1) to give a white powder of 4'-(1-aminoethyl)-2'-(2,...